This data is from the Open Reaction Database (ORD), a public repository of structured organic reaction records. The task is: describe an organic reaction: reactants, conditions, products, and yield The reactants are [N+](=O)([O-])C1=CC(=C2N=C(C(=NC2=C1)OC)OC)CNC(C)P(OC)(OC)=O (dimethyl N-(7-nitro-2,3-dimethoxyquinoxalin-5-ylmethyl)-α-aminoethylphosphonate), C(C)I (ethyl iodide), C(C)(C)N(CC)C(C)C (diisopropylethylamine). The solvent is C(C)#N (acetonitrile). Yields the product [N+](=O)([O-])C1=CC(=C2N=C(C(=NC2=C1)OC)OC)CN(C(C)P(OC)(OC)=O)CC (Dimethyl N-(7-nitro-2,3-dimethoxyquinoxalin-5-ylmethyl)-α-(ethylamino)ethylphosphonate). As a reaction SMILES: [N+:1]([C:4]1[CH:13]=[C:12]2[C:7]([N:8]=[C:9]([O:16][CH3:17])[C:10]([O:14][CH3:15])=[N:11]2)=[C:6]([CH2:18][NH:19][CH:20]([P:22](=[O:27])([O:25][CH3:26])[O:23][CH3:24])[CH3:21])[CH:5]=1)([O-:3])=[O:2].[CH2:28](I)[CH3:29].C(N(C(C)C)CC)(C)C>C(#N)C>[N+:1]([C:4]1[CH:13]=[C:12]2[C:7]([N:8]=[C:9]([O:16][CH3:17])[C:10]([O:14][CH3:15])=[N:11]2)=[C:6]([CH2:18][N:19]([CH2:28][CH3:29])[CH:20]([P:22](=[O:27])([O:23][CH3:24])[O:25][CH3:26])[CH3:21])[CH:5]=1)([O-:3])=[O:2]. Procedure details: 300 mg (0.75 mmol) of dimethyl N-(7-nitro-2,3-dimethoxyquinoxalin-5-ylmethyl)-α-aminoethylphosphonate, 0.482 ml (8 eq.) of ethyl iodide and 1.4 ml (11 eq.) of diisopropylethylamine are stirred at 700 for 24 hours in 10 ml of acetonitrile. The reaction mixture is evaporated and the residue is stirred in diethyl ether. The solid is filtered off, washed with diethyl ether and the filtrate is evaporated. The title compound is obtained as a brownish oil. Starting materials: CC(=O)O, COc1ccc2cc(O)ccc2c1, O=N[O-], [Na+], O. The product is COc1ccc2c(N=O)c(O)ccc2c1. RXN SMILES: [CH3:19][C:20](=[O:21])[OH:22].[CH3:5][O:6][c:7]1[cH:8][c:9]2[cH:10][cH:11][c:12]([OH:17])[cH:13][c:14]2[cH:15][cH:16]1.[N:1](=[O:2])[O-:3].[Na+:4].[OH2:18]>>[N:1](=[O:3])[c:13]1[c:12]([OH:17])[cH:11][cH:10][c:9]2[cH:8][c:7]([O:6][CH3:5])[cH:16][cH:15][c:14]21. Reactants: [Li].C=1C=CC=2C(C1)=C3NC2N=C4C=5C=CC=CC5C(=N4)N=C6C=7C=CC=CC7C(N6)=NC=8C=9C=CC=CC9C(=N3)N8 (lithium phthalocyanine), (2H)-2,2,6,6-tetramethylpiperidine, CC=1C(=C(C(=NC1)C)C)C (tetramethylpyridine). The product is C=1C=CC=2C(C1)=C3NC2N=C4C=5C=CC=CC5C(=N4)N=C6C=7C=CC=CC7C(N6)=NC=8C=9C=CC=CC9C(=N3)N8 (phthalocyanine). RXN SMILES: [Li].[CH:2]1[CH:3]=[CH:4][C:5]2[C:6](=[C:8]3[N:40]=[C:39]4[N:41]=[C:32]([C:33]5[CH:34]=[CH:35][CH:36]=[CH:37][C:38]=54)[N:31]=[C:29]4[NH:30][C:22]([C:23]5[CH:24]=[CH:25][CH:26]=[CH:27][C:28]=54)=[N:21][C:19]4=[N:20][C:12]([C:13]5[CH:14]=[CH:15][CH:16]=[CH:17][C:18]=54)=[N:11][C:10]=2[NH:9]3)[CH:7]=1.CC1C(C)=C(C)C(C)=NC=1>>[CH:3]1[CH:2]=[CH:7][C:6]2[C:5](=[C:10]3[N:11]=[C:12]4[N:20]=[C:19]([C:18]5[CH:17]=[CH:16][CH:15]=[CH:14][C:13]=54)[N:21]=[C:22]4[NH:30][C:29]([C:28]5[CH:27]=[CH:26][CH:25]=[CH:24][C:23]=54)=[N:31][C:32]4=[N:41][C:39]([C:38]5[CH:37]=[CH:36][CH:35]=[CH:34][C:33]=54)=[N:40][C:8]=2[NH:9]3)[CH:4]=1 |f:0.1,^1:0|. Procedure: For this preparation, dilithiated lithium phthalocyanine is contacted with (2H)-2,2,6,6-tetramethylpiperidine. The latter was prepared by H-D isotopic exchange between commercially available tetramethylpyridine (TMP) and 2H2O at ambient temperature, followed by a separation of the organic phase and the aqueous phase by ether addition. Reaction SMILES: [C:11]1(=[S:16])[CH2:12][CH2:13][CH2:14][O:15]1.[H-:1].[Na+:2].[O:17]1[CH2:18][CH2:19][CH2:20][CH2:21]1.[OH:3][CH2:4][c:5]1[cH:6][cH:7][cH:8][cH:9][cH:10]1>>[O:3]([CH2:4][c:5]1[cH:6][cH:7][cH:8][cH:9][cH:10]1)[C:14]([CH2:13][CH2:12][CH2:11][SH:16])=[O:15]. Starting materials: S=C1CCCO1, [H-], [Na+], C1CCOC1, OCc1ccccc1. Yields the product O=C(CCCS)OCc1ccccc1. Starting materials: COC=1C=C2C(=CN=C(C2=CC1OC)CC1=CC(=C(C=C1)OC)OC)C(=O)O (6,7-dimethoxy-1-[(3,4-dimethoxyphenyl)methyl]-4-isoquinolinecarboxylic acid), O1CCCC1 (tetrahydrofuran). Solvent: O (water). Conditions: time 2 hour. The product is COC=1C=C2C(=CN=C(C2=CC1OC)CC1=CC(=C(C=C1)OC)OC)CO (6,7-dimethoxy-1-[(3,4-dimethoxyphenyl)methyl]-4-isoquinoline methanol). Isolated yield 84.8%. Reaction SMILES: [CH3:1][O:2][C:3]1[CH:4]=[C:5]2[C:10](=[CH:11][C:12]=1[O:13][CH3:14])[C:9]([CH2:15][C:16]1[CH:21]=[CH:20][C:19]([O:22][CH3:23])=[C:18]([O:24][CH3:25])[CH:17]=1)=[N:8][CH:7]=[C:6]2[C:26](O)=[O:27].O1CCCC1>O>[CH3:1][O:2][C:3]1[CH:4]=[C:5]2[C:10](=[CH:11][C:12]=1[O:13][CH3:14])[C:9]([CH2:15][C:16]1[CH:21]=[CH:20][C:19]([O:22][CH3:23])=[C:18]([O:24][CH3:25])[CH:17]=1)=[N:8][CH:7]=[C:6]2[CH2:26][OH:27]. Procedure: A slurry of 25.2 g of 6,7-dimethoxy-1-[(3,4-dimethoxyphenyl)methyl]-4-isoquinolinecarboxylic acid and 100 ml of dry tetrahydrofuran was stirred at 15° in an inert atmosphere while cautiously adding 200 ml of 1 molar borane/tetrahydrofuran complex. After stirring for 2 hours at room temperature, the initial solids had dissolved and were replaced by a second precipitate. The mixture was cautiously treated with 200 ml of water and the tetrahydrofuran was removed in vacuo at 40°. The chilled reactio... Reactants: N#N (N2), BrC1=CC2=C(N(C3=C(NC2=O)C(=CC(=N3)F)C)CC)N=C1 (8-bromo-5,11-dihydro-11-ethyl-2-fluoro-4-methyl-6H-dipyrido[3,2-b:2′,3′-e][1,4]diazepin-6-one), O (water), C(C=C)[Sn](CCCC)(CCCC)CCCC (Allyltributyltin). The reagents and catalysts are C=1C=CC(=CC1)[P](C=2C=CC=CC2)(C=3C=CC=CC3)[Pd]([P](C=4C=CC=CC4)(C=5C=CC=CC5)C=6C=CC=CC6)([P](C=7C=CC=CC7)(C=8C=CC=CC8)C=9C=CC=CC9)[P](C=1C=CC=CC1)(C=1C=CC=CC1)C=1C=CC=CC1 (Pd(Ph3P)4). Run in CN(C)C=O (DMF). Reaction conditions: temperature 90 celsius. Product: C(C)N1C2=C(NC(C3=C1N=CC(=C3)CC=C)=O)C(=CC(=N2)F)C (5,11-Dihydro-11-ethyl-2-fluoro-4-methyl-8-(2-propenyl)-6H-dipyrido[3,2-b:2′,3′-e][1,4]diazepin-6-one). Yield: 44.4%. As a reaction SMILES: [CH2:1]([Sn](CCCC)(CCCC)CCCC)[CH:2]=[CH2:3].N#N.Br[C:20]1[CH:39]=[N:38][C:23]2[N:24]([CH2:36][CH3:37])[C:25]3[N:33]=[C:32]([F:34])[CH:31]=[C:30]([CH3:35])[C:26]=3[NH:27][C:28](=[O:29])[C:22]=2[CH:21]=1.O>CN(C=O)C.C1C=CC([P]([Pd]([P](C2C=CC=CC=2)(C2C=CC=CC=2)C2C=CC=CC=2)([P](C2C=CC=CC=2)(C2C=CC=CC=2)C2C=CC=CC=2)[P](C2C=CC=CC=2)(C2C=CC=CC=2)C2C=CC=CC=2)(C2C=CC=CC=2)C2C=CC=CC=2)=CC=1>[CH2:36]([N:24]1[C:23]2[N:38]=[CH:39][C:20]([CH2:3][CH:2]=[CH2:1])=[CH:21][C:22]=2[C:28](=[O:29])[NH:27][C:26]2[C:30]([CH3:35])=[CH:31][C:32]([F:34])=[N:33][C:25]1=2)[CH3:37] |^1:49,51,70,89|. Reported procedure: Allyltributyltin (7.77 mL, 25.1 mmol) and Pd(Ph3P)4 (1.32 g, 1.14 mmol) were added to a degassed (N2 through solution for 30 min) solution of 8-bromo-5,11-dihydro-11-ethyl-2-fluoro-4-methyl-6H-dipyrido[3,2-b:2′,3′-e][1,4]diazepin-6-one (8.0 g, 22.8 mmol) in DMF (114 mL). The mixture was heated to 90° C. for 3 h. The mixture was poured into water (250 mL) and extracted with EtOAc (4×250 mL). The combined organic layers were washed with 20% aqueous NH40H (250 mL) and brine (250 mL), dried (MgSO4),...